From a dataset of the Open Reaction Database (ORD), a public repository of structured organic reaction records. describe an organic reaction: reactants, conditions, products, and yield The reactants are COC1=C(C(=CC(=C1)C(C)(CCCCC)C)OC)B1OC(C(O1)(C)C)(C)C (2-(2,6-dimethoxy-4-(2-methylheptan-2-yl)phenyl)-4,4,5,5-tetramethyl-1,3,2-dioxaborolane), 4-alkyl resorcinol dimethylether, B1(OC(C(O1)(C)C)(C)C)OC(C)C (PINBOP), 4-alkyl resorcinol dimethylether, [Li]CCCC (n-BuLi). The solvent is C1CCOC1 (THF). Product: COC1=C(C(=CC(=C1)CCCCC)OC)B1OC(C(O1)(C)C)(C)C (2-(2,6-dimethoxy-4-pentylphenyl)-4,4,5,5-tetramethyl-1,3,2-dioxaborolane). As a reaction SMILES: [CH3:1][O:2][C:3]1[CH:8]=[C:7]([C:9](C)([CH2:11][CH2:12][CH2:13][CH2:14]C)C)[CH:6]=[C:5]([O:17][CH3:18])[C:4]=1[B:19]1[O:23][C:22]([CH3:25])([CH3:24])[C:21]([CH3:27])([CH3:26])[O:20]1.[Li]CCCC.B1(OC(C)C)OC(C)(C)C(C)(C)O1>C1COCC1>[CH3:1][O:2][C:3]1[CH:8]=[C:7]([CH2:9][CH2:11][CH2:12][CH2:13][CH3:14])[CH:6]=[C:5]([O:17][CH3:18])[C:4]=1[B:19]1[O:20][C:21]([CH3:27])([CH3:26])[C:22]([CH3:24])([CH3:25])[O:23]1. Procedure: The title compound was prepared by the general procedure described for compound 3, using 4-alkyl resorcinol dimethylether 2 0.104 g (0.5 mmol) in 4 ml of THF, n-BuLi 0.34 ml (0.55 mmol, 1.6 M solution in hexane) and PINBOP 0.15 ml (0.75 mmol). The product was obtained as a non-separable mixture 0.165 g of pinacol aryl boronate 4 and 4-alkyl resorcinol dimethylether 2 (in ratio 4:3 according to GC-MS analysis) and was used as it is in Suzuki coupling reaction. 1H NMR (300 MHz, CDCl3) δ ppm 6.28 (... Solvent: CN(C=O)C (N,N-dimethylformamide), C(C)N(CC)CC (triethylamine), O (water). Procedure details: A solution of (2-chloropyridin-4-yl)acetic acid (300 mg), 1-hydroxybenzotriazole (284 mg), triethylamine (0.487 mL), morpholine (0.183 mL) and 1-ethyl-3-(3-dimethylaminopropyl)carbodiimide hydrochloride (469 mg) in N,N-dimethylformamide (10 mL) was stirred at room temperature for 18 hr. To the reaction mixture was added water, and the mixture was extracted with ethyl acetate. The obtained organic layer was washed with saturated brine, and dried over anhydrous magnesium sulfate, and the solvent w... Product: ClC1=NC=CC(=C1)CC(=O)N1CCOCC1 (2-(2-chloropyridin-4-yl)-1-(morpholin-4-yl)ethanone). Reactants: ClC1=NC=CC(=C1)CC(=O)O ((2-chloropyridin-4-yl)acetic acid), ON1N=NC2=C1C=CC=C2 (1-hydroxybenzotriazole), N1CCOCC1 (morpholine), Cl.C(C)N=C=NCCCN(C)C (1-ethyl-3-(3-dimethylaminopropyl)carbodiimide hydrochloride). As a reaction SMILES: [Cl:1][C:2]1[CH:7]=[C:6]([CH2:8][C:9]([OH:11])=O)[CH:5]=[CH:4][N:3]=1.ON1C2C=CC=CC=2N=N1.[NH:22]1[CH2:27][CH2:26][O:25][CH2:24][CH2:23]1.Cl.C(N=C=NCCCN(C)C)C>CN(C)C=O.O.C(N(CC)CC)C>[Cl:1][C:2]1[CH:7]=[C:6]([CH2:8][C:9]([N:22]2[CH2:27][CH2:26][O:25][CH2:24][CH2:23]2)=[O:11])[CH:5]=[CH:4][N:3]=1 |f:3.4|. Starting materials: FC(C=1SC=C(N1)C1CO1)(F)F (2-(2-trifluoromethyl-thiazol-4-yl)ethylene oxide), C(=O)(OC)COC1=CC=C(C=C1)CC(C)N (2-(4-carbomethoxymethoxyphenyl)-1-methylethylamine), CS(=O)C (dimethyl sulfoxide), CCOCC (ether). The solvent is C(Cl)Cl.CO (methylene chloride methanol). Yields the product C(=O)(OC)COC1=CC=C(C=C1)CC(C)NCC(C=1N=C(SC1)C(F)(F)F)O (N-[2-(4-Carbomethoxymethoxyphenyl)-1-methylethyl]-2-hydroxy-2-(2-trifluoromethyl-thiazol-4-yl)ethanamine). RXN SMILES: [F:1][C:2]([F:12])([F:11])[C:3]1[S:4][CH:5]=[C:6]([CH:8]2[O:10][CH2:9]2)[N:7]=1.[C:13]([CH2:17][O:18][C:19]1[CH:24]=[CH:23][C:22]([CH2:25][CH:26]([NH2:28])[CH3:27])=[CH:21][CH:20]=1)([O:15][CH3:16])=[O:14].CS(C)=O.CCOCC>C(Cl)Cl.CO>[C:13]([CH2:17][O:18][C:19]1[CH:24]=[CH:23][C:22]([CH2:25][CH:26]([NH:28][CH2:9][CH:8]([OH:10])[C:6]2[N:7]=[C:3]([C:2]([F:12])([F:11])[F:1])[S:4][CH:5]=2)[CH3:27])=[CH:21][CH:20]=1)([O:15][CH3:16])=[O:14] |f:4.5|. Reported procedure: Prepared by analogy to Example 104 by reaction of 2-(2-trifluoromethyl-thiazol-4-yl)ethylene oxide with 2-(4-carbomethoxymethoxyphenyl)-1-methylethylamine and dimethyl sulfoxide at 90° C. for 16 hours. The base is obtained by extraction by shaking with ether and purification on a silica gel column using methylene chloride/methanol 20:1 as eluant. Reactants: C(C)(=O)N1CCN(CC1)C=1N=CC2=C(N1)N=CC(=C2OCC)C(=O)OCC (ethyl 2-(4-acetyl-1-piperazinyl)-5-ethoxypyrido[2,3-d]pyrimidine-6-carboxylate), ClCCCl (1,2-dichloroethane). Product: C(C)(=O)N1CCN(CC1)C=1N=CC2=C(N1)N(C=C(C2=O)C(=O)OCC)CCCl (Ethyl 2-(4-acetyl-1-piperazinyl)-8-(2-chloroethyl)-5,8 -dihydro-5-oxopyrido[2,3-d]pyrimidine-6-carboxylate). As a reaction SMILES: [C:1]([N:4]1[CH2:9][CH2:8][N:7]([C:10]2[N:11]=[CH:12][C:13]3[C:19]([O:20]CC)=[C:18]([C:23]([O:25][CH2:26][CH3:27])=[O:24])[CH:17]=[N:16][C:14]=3[N:15]=2)[CH2:6][CH2:5]1)(=[O:3])[CH3:2].[Cl:28][CH2:29][CH2:30]Cl>>[C:1]([N:4]1[CH2:5][CH2:6][N:7]([C:10]2[N:11]=[CH:12][C:13]3[C:19](=[O:20])[C:18]([C:23]([O:25][CH2:26][CH3:27])=[O:24])=[CH:17][N:16]([CH2:30][CH2:29][Cl:28])[C:14]=3[N:15]=2)[CH2:8][CH2:9]1)(=[O:3])[CH3:2]. Reported procedure: A solution of 1.0 g of ethyl 2-(4-acetyl-1-piperazinyl)-5-ethoxypyrido[2,3-d]pyrimidine-6-carboxylate in 10 ml of 1,2-dichloroethane was heated to reflux for 15 hours. After removal of an excess of the reagent by distillation, the resulting solid was taken up in chloroform and the chloroform solution washed with water, and dried over anhydrous magnesium sulfate. The solvent was distilled off to leave a solid which was recrystallized from ethyl acetate to give 0.65 g of the product, m.p. 205° - 2... The reactants are C(C1=CC=CC=C1)[C@H]1COC[C@@H](C(O[C@H]([C@@H]1O)C)=O)N(C(OC(C)(C)C)=O)C(=O)OC(C)(C)C (tert-butyl N-[(3S,7S,8R,9S)-7-benzyl-8-hydroxy-9-methyl-2-oxo-1,5-dioxonan-3-yl]-N-tert-butoxycarbonylcarbamate), ice water, CN(C)C1=CC=CC2=C1C(=CC=C2)N(C)C (proton sponge), F[B-](F)(F)F.C[O+](C)C (trimethyloxonium tetrafluoroborate). Run in C(Cl)Cl (CH2Cl2). Conditions: temperature 0 celsius, time 30 minute. Product: C(C1=CC=CC=C1)[C@H]1COC[C@@H](C(O[C@H]([C@@H]1OC)C)=O)N(C(OC(C)(C)C)=O)C(=O)OC(C)(C)C (tert-butyl N-[(3S,7S,8R,9S)-7-benzyl-8-methoxy-9-methyl-2-oxo-1,5-dioxonan-3-yl]-N-tert-butoxycarbonylcarbamate). Isolated yield 85.5%. As a reaction SMILES: [CH2:1]([C@@H:8]1[C@@H:16]([OH:17])[C@H:15]([CH3:18])[O:14][C:13](=[O:19])[C@@H:12]([N:20]([C:28]([O:30][C:31]([CH3:34])([CH3:33])[CH3:32])=[O:29])[C:21](=[O:27])[O:22][C:23]([CH3:26])([CH3:25])[CH3:24])[CH2:11][O:10][CH2:9]1)[C:2]1[CH:7]=[CH:6][CH:5]=[CH:4][CH:3]=1.[CH3:35]N(C1C2C(N(C)C)=CC=CC=2C=CC=1)C.F[B-](F)(F)F.C[O+](C)C>C(Cl)Cl>[CH2:1]([C@@H:8]1[C@@H:16]([O:17][CH3:35])[C@H:15]([CH3:18])[O:14][C:13](=[O:19])[C@@H:12]([N:20]([C:21]([O:22][C:23]([CH3:26])([CH3:24])[CH3:25])=[O:27])[C:28](=[O:29])[O:30][C:31]([CH3:33])([CH3:32])[CH3:34])[CH2:11][O:10][CH2:9]1)[C:2]1[CH:3]=[CH:4][CH:5]=[CH:6][CH:7]=1 |f:2.3|. Reported procedure: To a solution of tert-butyl N-[(3S,7S,8R,9S)-7-benzyl-8-hydroxy-9-methyl-2-oxo-1,5-dioxonan-3-yl]-N-tert-butoxycarbonylcarbamate (250 mg, 0.521 mmol, 1.00 equiv) in CH2Cl2 (5.2 mL, 0.1 M) at 0° C. (ice water bath) were added proton sponge (335 mg, 1.56 mmol, 3.00 equiv) and trimethyloxonium tetrafluoroborate (116 mg, 0.782 mmol, 1.50 equiv). The resulting white suspension was stirred at 0° C. for 30 minutes (min), removed from the cold bath and stirred at room temperature for 5 h, and then poure... Starting materials: N1[C@H](C(=O)O)CCC1 (L-Pro), C(C)(=O)OC(C)=O (acetic anhydride). Run in N1=CC=CC=C1 (pyridine). Reaction conditions: time 5 minute. The product is C(C)(=O)N1[C@H](C(=O)O)CCC1 (N-acetyl-L-proline). The yield is 44.0%. As a reaction SMILES: [NH:1]1[CH2:8][CH2:7][CH2:6][C@H:2]1[C:3]([OH:5])=[O:4].[C:9](OC(=O)C)(=[O:11])[CH3:10]>N1C=CC=CC=1>[C:9]([N:1]1[CH2:8][CH2:7][CH2:6][C@H:2]1[C:3]([OH:5])=[O:4])(=[O:11])[CH3:10]. Procedure: To a suspension of L-Pro (247 mg, 2.15 mmol) in pyridine (1 ml) was added acetic anhydride (I ml), and the mixture was stirred at room temperature for 5 min. The solvent was removed in vacuo and the resulting oil was partitioned between ethyl acetate and 1N hydrochloric acid. The organic layer was dried over sodium sulfate, and concentrated, and the resulting solid was recrystallized from ethyl acetate to give N-acetyl-L-proline (167 mg, 44%), a white powder: m.p. 108° C. [lit 115° C. (from CHCl... The reactants are Cl.C(C1=CC=CC=C1)OC([C@@H]1NCCC1)=O (D-Proline benzyl ester hydrochloride), OC1=C(C=C(C(=C1)CC(=O)O)O)CC(=O)O (2,5-dihydroxy-1,4-phenylenediacetic acid). Solvent: CCOC(=O)C.CCCCCC (EtOAc hexane). Yields the product C(C1=CC=CC=C1)OC(=O)[C@@H]1N(CCC1)C(CC1=C(C=C(C(=C1)O)CC(=O)N1[C@H](CCC1)C(=O)OCC1=CC=CC=C1)O)=O ((R)-1-[[4-[2-[(R)-2-Benzyloxycarbonyl-pyrrolidin-1-yl]-2-oxo-ethyl]-2,5-dihydroxy-phenyl]-acetyl]-pyrrolidine-2-carboxylic acid benzyl ester). Yield: 23.9%. Reaction SMILES: Cl.[CH2:2]([O:9][C:10](=[O:16])[C@H:11]1[CH2:15][CH2:14][CH2:13][NH:12]1)[C:3]1[CH:8]=[CH:7][CH:6]=[CH:5][CH:4]=1.[OH:17][C:18]1[CH:23]=[C:22]([CH2:24][C:25]([OH:27])=O)[C:21]([OH:28])=[CH:20][C:19]=1[CH2:29][C:30]([OH:32])=O>CCOC(C)=O.CCCCCC>[CH2:2]([O:9][C:10]([C@H:11]1[CH2:15][CH2:14][CH2:13][N:12]1[C:30](=[O:32])[CH2:29][C:19]1[CH:20]=[C:21]([OH:28])[C:22]([CH2:24][C:25]([N:12]2[CH2:13][CH2:14][CH2:15][C@@H:11]2[C:10]([O:9][CH2:2][C:3]2[CH:8]=[CH:7][CH:6]=[CH:5][CH:4]=2)=[O:16])=[O:27])=[CH:23][C:18]=1[OH:17])=[O:16])[C:3]1[CH:4]=[CH:5][CH:6]=[CH:7][CH:8]=1 |f:0.1,3.4|. Reported procedure: Using General Procedure A with 10.7 g (44.2 mmol) D-Proline benzyl ester hydrochloride and 5.0 g (22.1 mmol) 2,5-dihydroxy-1,4-phenylenediacetic acid afforded, after flash chromatography (gradient: 70-100% EtOAc/hexane), 3.17 g (24%) of the title compound as a colorless foam. MS m/e (%): 601 (M+H+, 100).